The task is: describe an organic reaction: reactants, conditions, products, and yield. This data is from the Open Reaction Database (ORD), a public repository of structured organic reaction records. Starting materials: Compound 457, IC1=CC(=C(C=C1)NC(C)=O)C(C1=CC(=C(C(=C1)OC)OC)OC)=O (N-(4-iodo-2-(3,4,5-trimethoxybenzoyl)phenyl)acetamide), C(C)(C)(C)OC(=O)N1C(=CC=C1)B(O)O ((1-(tert-butoxycarbonyl)-1H-pyrrole-2-yl)boronic acid). Yields the product N1C(=CC=C1)C1=CC(=C(C=C1)NC(C)=O)C(C1=CC(=C(C(=C1)OC)OC)OC)=O (N-(4-(1H-pyrrole-2-yl)-2-(3,4,5-trimethoxybenzoyl)phenyl)acetamide). RXN SMILES: I[C:2]1[CH:7]=[CH:6][C:5]([NH:8][C:9](=[O:11])[CH3:10])=[C:4]([C:12](=[O:25])[C:13]2[CH:18]=[C:17]([O:19][CH3:20])[C:16]([O:21][CH3:22])=[C:15]([O:23][CH3:24])[CH:14]=2)[CH:3]=1.C(OC([N:33]1[CH:37]=[CH:36][CH:35]=[C:34]1B(O)O)=O)(C)(C)C>>[NH:33]1[CH:37]=[CH:36][CH:35]=[C:34]1[C:2]1[CH:7]=[CH:6][C:5]([NH:8][C:9](=[O:11])[CH3:10])=[C:4]([C:12](=[O:25])[C:13]2[CH:18]=[C:17]([O:19][CH3:20])[C:16]([O:21][CH3:22])=[C:15]([O:23][CH3:24])[CH:14]=2)[CH:3]=1. Procedure: In the same manner as in the synthesis of Compound 457, Compound 19 shown in Reaction 5 and (1-(tert-butoxycarbonyl)-1H-pyrrole-2-yl)boronic acid were subjected to the Suzuki reaction to obtain N-(4-(1H-pyrrole-2-yl)-2-(3,4,5-trimethoxybenzoyl)phenyl)acetamide. Thus obtained N-(4-(1H-pyrrole-2-yl)-2-(3,4,5-trimethoxybenzoyl)phenyl)acetamide (20 mg, 0.05 mmol) was dissolved in methanol (3 ml), and NaOMe (30 μl, 0.5 mmol, 1.0 M/tetrahydrofuran) was added thereto at room temperature. The mixture wa...